From a dataset of the Open Reaction Database (ORD), a public repository of structured organic reaction records. describe an organic reaction: reactants, conditions, products, and yield The reactants are O=C([O-])[O-], Oc1ccc(Cl)cc1, O=[N+]([O-])c1ccc(Cl)c(Cl)c1, [K+], [K+], CN(C)C=O, O. Product: O=[N+]([O-])c1ccc(Oc2ccc(Cl)cc2)c(Cl)c1. Reaction SMILES: [C:20](=[O:21])([O-:22])[O-:23].[Cl:12][c:13]1[cH:14][cH:15][c:16]([OH:19])[cH:17][cH:18]1.[Cl:1][c:2]1[c:3]([Cl:11])[cH:4][c:5]([N+:8](=[O:9])[O-:10])[cH:6][cH:7]1.[K+:24].[K+:25].[O:27]=[CH:28][N:29]([CH3:30])[CH3:31].[OH2:26]>>[c:2]1([O:19][c:16]2[cH:15][cH:14][c:13]([Cl:12])[cH:18][cH:17]2)[c:3]([Cl:11])[cH:4][c:5]([N+:8](=[O:9])[O-:10])[cH:6][cH:7]1. Starting materials: COC=1C=C(C(=O)OC)C=CC1OCC1=CC(=CC=C1)OCC1=NC2=CC=CC=C2C=C1 (methyl 3-methoxy-4-[3-(2-quinolinylmethyloxy)benzyloxy]benzoate), [OH-].[Na+] (NaOH). Run in C1CCOC1 (THF), O (H2O). Reaction conditions: temperature 60 celsius. Product: COC=1C=C(C(=O)O)C=CC1OCC1=CC(=CC=C1)OCC1=NC2=CC=CC=C2C=C1 (3-methoxy-4-(3-(2-quinolinylmethyloxy)benzyloxy)benzoic acid). As a reaction SMILES: [CH3:1][O:2][C:3]1[CH:4]=[C:5]([CH:10]=[CH:11][C:12]=1[O:13][CH2:14][C:15]1[CH:20]=[CH:19][CH:18]=[C:17]([O:21][CH2:22][C:23]2[CH:32]=[CH:31][C:30]3[C:25](=[CH:26][CH:27]=[CH:28][CH:29]=3)[N:24]=2)[CH:16]=1)[C:6]([O:8]C)=[O:7].[OH-].[Na+]>C1COCC1.O>[CH3:1][O:2][C:3]1[CH:4]=[C:5]([CH:10]=[CH:11][C:12]=1[O:13][CH2:14][C:15]1[CH:20]=[CH:19][CH:18]=[C:17]([O:21][CH2:22][C:23]2[CH:32]=[CH:31][C:30]3[C:25](=[CH:26][CH:27]=[CH:28][CH:29]=3)[N:24]=2)[CH:16]=1)[C:6]([OH:8])=[O:7] |f:1.2|. Reported procedure: A mixture of 2.6 g of methyl 3-methoxy-4-[3-(2-quinolinylmethyloxy)benzyloxy]benzoate and 0.6 g of NaOH in 15 ml of THF and 2 ml of H2O are heated at 60° C. overnight. The reaction mixture is diluted with 20 ml of HO and acidified to pH 4. The product is collected on a filter and dried to give 3-methoxy-4-(3-(2-quinolinylmethyloxy)benzyloxy)benzoic acid. (M.P. 188°-190° C.) Starting materials: ClC1=C(C=C(CN2CCC(CC2)N)C=C1)OCC (1-(4-chloro-3-ethoxy-benzyl)piperidin-4-ylamine), COC1=CC=C(C(=O)Cl)C=C1 (4-methoxybenzoyl chloride). The product is ClC1=C(C=C(CN2CCC(CC2)NC(C2=CC=C(C=C2)OC)=O)C=C1)OCC (N-[1-(4-Chloro-3-ethoxy-benzyl)piperidin-4-yl]-4-methoxy-benzamide). Yield: 60.0%. RXN SMILES: [Cl:1][C:2]1[CH:15]=[CH:14][C:5]([CH2:6][N:7]2[CH2:12][CH2:11][CH:10]([NH2:13])[CH2:9][CH2:8]2)=[CH:4][C:3]=1[O:16][CH2:17][CH3:18].[CH3:19][O:20][C:21]1[CH:29]=[CH:28][C:24]([C:25](Cl)=[O:26])=[CH:23][CH:22]=1>>[Cl:1][C:2]1[CH:15]=[CH:14][C:5]([CH2:6][N:7]2[CH2:12][CH2:11][CH:10]([NH:13][C:25](=[O:26])[C:24]3[CH:28]=[CH:29][C:21]([O:20][CH3:19])=[CH:22][CH:23]=3)[CH2:9][CH2:8]2)=[CH:4][C:3]=1[O:16][CH2:17][CH3:18]. Reported procedure: The title compound (24 mg, 60%) was prepared analogously to example 7 by coupling of 1-(4-chloro-3-ethoxy-benzyl)piperidin-4-ylamine with 4-methoxybenzoyl chloride. MS: 403.4(MH+). Yields the product CC[Si](CC)(CC)OC(CI)c1ccc(OCc2ccccc2)c(NS(C)(=O)=O)c1. Reaction SMILES: [CH2:29]([CH3:30])[Si:31]([CH2:32][CH3:33])([CH2:34][CH3:35])[Cl:36].[CH3:37][N:38]([CH3:39])[c:40]1[cH:41][cH:42][n:43][cH:44][cH:45]1.[CH3:46][N:47]([CH3:48])[CH:49]=[O:50].[CH3:51][CH2:52][O:53][C:54]([CH3:55])=[O:56].[CH3:57][CH2:58][CH2:59][CH2:60][CH2:61][CH2:62][CH3:63].[I:1][CH2:2][CH:3]([OH:4])[c:5]1[cH:6][c:7]([NH:19][S:20](=[O:21])(=[O:22])[CH3:23])[c:8]([O:11][CH2:12][c:13]2[cH:14][cH:15][cH:16][cH:17][cH:18]2)[cH:9][cH:10]1.[nH:24]1[cH:25][cH:26][n:27][cH:28]1>>[I:1][CH2:2][CH:3]([O:4][Si:31]([CH2:29][CH3:30])([CH2:32][CH3:33])[CH2:34][CH3:35])[c:5]1[cH:6][c:7]([NH:19][S:20](=[O:21])(=[O:22])[CH3:23])[c:8]([O:11][CH2:12][c:13]2[cH:14][cH:15][cH:16][cH:17][cH:18]2)[cH:9][cH:10]1. Starting materials: CC[Si](Cl)(CC)CC, CN(C)c1ccncc1, CN(C)C=O, CCOC(C)=O, CCCCCCC, CS(=O)(=O)Nc1cc(C(O)CI)ccc1OCc1ccccc1, c1c[nH]cn1. Reactants: [Al+3], C1CCOC1, CN1C2CCC1CC(=O)NC2, ClCCl, [H-], [H-], [H-], [H-], [Li+], O. Yields the product CN1C2CCNCC1CC2. Reaction SMILES: [Al+3:2].[CH2:19]1[O:20][CH2:21][CH2:22][CH2:23]1.[CH3:7][N:8]1[CH:9]2[CH2:10][NH:11][C:12](=[O:17])[CH2:13][CH:14]1[CH2:15][CH2:16]2.[Cl:24][CH2:25][Cl:26].[H-:1].[H-:4].[H-:5].[H-:6].[Li+:3].[OH2:18]>>[CH3:7][N:8]1[CH:9]2[CH2:10][NH:11][CH2:12][CH2:13][CH:14]1[CH2:15][CH2:16]2. The reactants are N1(CCOCC1)C=1C2=C(N=C(N1)[Sn](CCCC)(CCCC)CCCC)C=C(S2)CN2CCN(CC2)C(C(=O)N)(C)C (2-[4-(4-morpholin-4-yl-2-(tributylstannanyl)thieno[3,2-d]pyrimidin-6-ylmethyl)piperazin-1-yl]isobutyramide), C(C)N1N=C2C=CC=CC2=C1I (2-ethyl-3-iodo-2H-indazole). Product: C(C)N1N=C2C=CC=CC2=C1C=1N=C(C2=C(N1)C=C(S2)CN2CCN(CC2)C(C(=O)N)(C)C)N2CCOCC2 (2-(4-((2-(2-ethyl-2H-indazol-3-yl)-4-morpholinothieno[3,2-d]pyrimidin-6-yl)methyl)piperazin-1-yl)-2-methylpropanamide). As a reaction SMILES: [N:1]1([C:7]2[C:8]3[S:28][C:27]([CH2:29][N:30]4[CH2:35][CH2:34][N:33]([C:36]([CH3:41])([CH3:40])[C:37]([NH2:39])=[O:38])[CH2:32][CH2:31]4)=[CH:26][C:9]=3[N:10]=[C:11]([Sn](CCCC)(CCCC)CCCC)[N:12]=2)[CH2:6][CH2:5][O:4][CH2:3][CH2:2]1.[CH2:42]([N:44]1[C:52](I)=[C:51]2[C:46]([CH:47]=[CH:48][CH:49]=[CH:50]2)=[N:45]1)[CH3:43]>>[CH2:42]([N:44]1[C:52]([C:11]2[N:12]=[C:7]([N:1]3[CH2:2][CH2:3][O:4][CH2:5][CH2:6]3)[C:8]3[S:28][C:27]([CH2:29][N:30]4[CH2:31][CH2:32][N:33]([C:36]([CH3:41])([CH3:40])[C:37]([NH2:39])=[O:38])[CH2:34][CH2:35]4)=[CH:26][C:9]=3[N:10]=2)=[C:51]2[C:46]([CH:47]=[CH:48][CH:49]=[CH:50]2)=[N:45]1)[CH3:43]. Procedure details: Following the procedures for 143, 2-[4-(4-morpholin-4-yl-2-(tributylstannanyl)thieno[3,2-d]pyrimidin-6-ylmethyl)piperazin-1-yl]isobutyramide and 2-ethyl-3-iodo-2H-indazole were reacted to give 190. LCMS m/z: 549.3 (MH+)